Dataset: the Open Reaction Database (ORD), a public repository of structured organic reaction records. Task: describe an organic reaction: reactants, conditions, products, and yield The reactants are O=C([O-])O, CCO, N#CCc1c(-c2ccc(Cl)cc2)nn(-c2ccccc2)c1Cl, Cl, NO, [Na+]. Yields the product NC(Cc1c(-c2ccc(Cl)cc2)nn(-c2ccccc2)c1Cl)=NO. RXN SMILES: [C:29](=[O:30])([OH:31])[O-:32].[CH3:26][CH2:27][OH:28].[Cl:1][c:2]1[c:3]([CH2:20][C:21]#[N:22])[c:4](-[c:13]2[cH:14][cH:15][c:16]([Cl:19])[cH:17][cH:18]2)[n:5][n:6]1-[c:7]1[cH:8][cH:9][cH:10][cH:11][cH:12]1.[ClH:23].[NH2:24][OH:25].[Na+:33]>>[Cl:1][c:2]1[c:3]([CH2:20][C:21]([NH2:22])=[N:24][OH:25])[c:4](-[c:13]2[cH:14][cH:15][c:16]([Cl:19])[cH:17][cH:18]2)[n:5][n:6]1-[c:7]1[cH:8][cH:9][cH:10][cH:11][cH:12]1. The reactants are ClC1=CC=2C(=NC(=C(C2)C(C)O)Cl)S1 (1-(2,6-dichlorothieno[2,3-b]pyridin-5-yl)ethanol). The reagents and catalysts are O=[Mn]=O (MnO2). Run in C1(=CC=CC=C1)C (toluene). Yields the product ClC1=CC=2C(=NC(=C(C2)C(C)=O)Cl)S1 (1-(2,6-dichlorothieno[2,3-b]pyridin-5-yl)ethanone). Reaction SMILES: [Cl:1][C:2]1[S:14][C:5]2=[N:6][C:7]([Cl:13])=[C:8]([CH:10]([OH:12])[CH3:11])[CH:9]=[C:4]2[CH:3]=1>O=[Mn]=O.C1(C)C=CC=CC=1>[Cl:1][C:2]1[S:14][C:5]2=[N:6][C:7]([Cl:13])=[C:8]([C:10](=[O:12])[CH3:11])[CH:9]=[C:4]2[CH:3]=1. Reported procedure: To a solution of 1-(2,6-dichlorothieno[2,3-b]pyridin-5-yl)ethanol (5 g, 20.15 mmol) in 200 ml, of anhydrous toluene was added MnO2 (14 g, 161 mmol). The reaction was heated to reflux overnight, cooled to rt, filtered through Celite™ and rinsed with ethyl acetate. Concentration and purification by column chromatography afforded 1-(2,6-dichlorothieno[2,3-b]pyridin-5-yl)ethanone. 1H NMR (400 MHz, CDCl3) δ 8.15 (s, 1H), 7.19 (s, 1H), 2.75 (s, 3H) ppm. Starting materials: C(C1=CC=CC=C1)OC(NC[C@H]1OC1)=O ([(2R)-oxiranylmethyl]-carbamic acid benzyl ester), NC1CN(CC1)C(=O)OC(C)(C)C (rac-3-amino-1-Boc-pyrrolidine). Run in CC#N (MeCN). The product is C(C)(C)(C)OC(=O)N1CC(CC1)NC[C@@H](CNC(=O)OCC1=CC=CC=C1)O ((RS)-3-((S)-3-benzyloxycarbonylamino-2-hydroxy-propylamino)-pyrrolidine-1-carboxylic acid tert-butyl ester). Isolated yield 68.0%. Reaction SMILES: [CH2:1]([O:8][C:9](=[O:15])[NH:10][CH2:11][C@@H:12]1[CH2:14][O:13]1)[C:2]1[CH:7]=[CH:6][CH:5]=[CH:4][CH:3]=1.[NH2:16][CH:17]1[CH2:21][CH2:20][N:19]([C:22]([O:24][C:25]([CH3:28])([CH3:27])[CH3:26])=[O:23])[CH2:18]1>CC#N>[C:25]([O:24][C:22]([N:19]1[CH2:20][CH2:21][CH:17]([NH:16][CH2:14][C@H:12]([OH:13])[CH2:11][NH:10][C:9]([O:8][CH2:1][C:2]2[CH:7]=[CH:6][CH:5]=[CH:4][CH:3]=2)=[O:15])[CH2:18]1)=[O:23])([CH3:28])([CH3:26])[CH3:27]. Procedure: The title compound was prepared in analogy to Example 17, step 17.1, starting from [(2R)-oxiranylmethyl]-carbamic acid benzyl ester (8.23 g; prepared according to WO 2004/002973) and rac-3-amino-1-Boc-pyrrolidine (7.40 g; commercial) in MeCN (300 mL), affording a colourless oil (10.7 g; 68% yield). The reactants are C1CCOC1, CO, NN, Cn1nccc1-c1cc(C(=O)NC(CN2C(=O)c3ccccc3C2=O)C(C)(C)c2ccccc2)cs1. Yields the product Cn1nccc1-c1cc(C(=O)NC(CN)C(C)(C)c2ccccc2)cs1. As a reaction SMILES: [CH2:41]1[O:42][CH2:43][CH2:44][CH2:45]1.[CH3:39][OH:40].[NH2:37][NH2:38].[O:1]=[C:2]1[N:3]([CH2:12][CH:13]([C:14]([CH3:15])([c:16]2[cH:17][cH:18][cH:19][cH:20][cH:21]2)[CH3:22])[NH:23][C:24](=[O:25])[c:26]2[cH:27][s:28][c:29](-[c:31]3[cH:32][cH:33][n:34][n:35]3[CH3:36])[cH:30]2)[C:10](=[O:11])[c:5]2[c:4]1[cH:9][cH:8][cH:7][cH:6]2>>[NH2:3][CH2:12][CH:13]([C:14]([CH3:15])([c:16]1[cH:17][cH:18][cH:19][cH:20][cH:21]1)[CH3:22])[NH:23][C:24](=[O:25])[c:26]1[cH:27][s:28][c:29](-[c:31]2[cH:32][cH:33][n:34][n:35]2[CH3:36])[cH:30]1. Reactants: ClC=1C=C(C=CC1OC(C)C)C1=NC(=NO1)C=1C=CC=C2C(=CN(C12)C)C=O (7-(5-{3-chloro-4-[(1-methylethyl)oxy]phenyl}-1,2,4-oxadiazol-3-yl)-1-methyl-1H-indole-3-carbaldehyde), FC(COP(=O)(OCC(F)(F)F)CC(=O)OC)(F)F (methyl {bis[(2,2,2-trifluoroethyl)oxy]phosphoryl}acetate), C1COCCOCCOCCOCCOCCO1 (18-crown-6), C[Si](C)(C)[N-][Si](C)(C)C.[Na+] (NaHMDS). The solvent is C1CCOC1 (THF). Run at temperature -70 celsius, time 10 minute. Product: ClC=1C=C(C=CC1OC(C)C)C1=NC(=NO1)C=1C=CC=C2C(=CN(C12)C)\C=C/C(=O)OC (methyl (2Z)-3-[7-(5-{3-chloro-4-[(1-methylethyl)oxy]phenyl}-1,2,4-oxadiazol-3-yl)-1-methyl-1H-indol-3-yl]-2-propenoate). RXN SMILES: FC(F)(F)COP([CH2:13][C:14]([O:16][CH3:17])=[O:15])(OCC(F)(F)F)=O.C1OCCOCCOCCOCCOCCOC1.C[Si]([N-][Si](C)(C)C)(C)C.[Na+].[Cl:48][C:49]1[CH:50]=[C:51]([C:59]2[O:63][N:62]=[C:61]([C:64]3[CH:65]=[CH:66][CH:67]=[C:68]4[C:72]=3[N:71]([CH3:73])[CH:70]=[C:69]4[CH:74]=O)[N:60]=2)[CH:52]=[CH:53][C:54]=1[O:55][CH:56]([CH3:58])[CH3:57]>C1COCC1>[Cl:48][C:49]1[CH:50]=[C:51]([C:59]2[O:63][N:62]=[C:61]([C:64]3[CH:65]=[CH:66][CH:67]=[C:68]4[C:72]=3[N:71]([CH3:73])[CH:70]=[C:69]4/[CH:74]=[CH:13]\[C:14]([O:16][CH3:17])=[O:15])[N:60]=2)[CH:52]=[CH:53][C:54]=1[O:55][CH:56]([CH3:57])[CH3:58] |f:2.3|. Procedure: To a solution of methyl {bis[(2,2,2-trifluoroethyl)oxy]phosphoryl}acetate (0.16 mL), 18-crown-6 (1.0 g) in THF (5 mL) stirred under nitrogen at −70° C. was added NaHMDS (1.0 mol/L in THF, 0.8 mL) during 1 min. The reaction mixture was stirred at −70° C. for 10 mins. 7-(5-{3-chloro-4-[(1-methylethyl)oxy]phenyl}-1,2,4-oxadiazol-3-yl)-1-methyl-1H-indole-3-carbaldehyde (200 mg) was added and the mixture was stirred at this temperature for 1.5 h and then left to warm to room temperature overnight. Th... Starting materials: C(=O)(O)[O-].[Na+] (NaHCO3), C(C)(C)(C)C1=CC=C(N)C=C1 (4-tert-butylaniline), C(C1=CC=CC=C1)OC1=CC=C(C=C1)B(O)O (4-benzyloxyphenylboronic acid), CC1(O[C@@H]([C@H](O1)[C@@H](CO)O)[C@@H](CO)O)C ((1R,1′R)-1,1′-((4R,5R)-2,2-dimethyl-1,3-dioxolane-4,5-diyl)diethane-1,2-diol), C(C)(=O)O.C(C)(=O)O.IC1=CC=CC=C1 (iodobenzene diacetate), FC(C(C(F)(F)F)O)(F)F (hexafluoroisopropyl alcohol). The solvent is CO (methanol), ClCCl (dichloromethane). Run at time 5 hour. The product is C(C1=CC=CC=C1)OC1=CC=C(C=C1)[C@@H]1N([C@H]([C@H]([C@@H]1O)O)C1=CC=C(C=C1)OCC1=CC=CC=C1)C1=CC=C(C=C1)C(C)(C)C ((2S,3R,4R,5S)-2,5-bis(4-(benzyloxy)phenyl)-1-(4-tert-butylphenyl)pyrrolidine-3,4-diol). Isolated yield 46.1%. Reaction SMILES: C[C:2]1([CH3:15])[O:6][C@H:5]([C@H:7](O)[CH2:8]O)[C@@H:4]([C@H:11](O)[CH2:12]O)O1.[C:16]([OH:19])(=O)[CH3:17].[C:20]([OH:23])(=O)[CH3:21].I[C:25]1[CH:30]=[CH:29]C=[CH:27][CH:26]=1.C([O-])(O)=O.[Na+].[C:36]([C:40]1[CH:46]=[CH:45][C:43]([NH2:44])=[CH:42][CH:41]=1)([CH3:39])([CH3:38])[CH3:37].[CH2:47]([O:54][C:55]1[CH:60]=[CH:59][C:58](B(O)O)=[CH:57][CH:56]=1)[C:48]1[CH:53]=[CH:52][CH:51]=[CH:50][CH:49]=1.FC(F)(F)C(O)C(F)(F)F>CO.ClCCl>[CH2:47]([O:54][C:55]1[CH:60]=[CH:59][C:58]([C@H:17]2[C@@H:16]([OH:19])[C@H:20]([OH:23])[C@H:21]([C:12]3[CH:11]=[CH:4][C:5]([O:6][CH2:2][C:15]4[CH:29]=[CH:30][CH:25]=[CH:26][CH:27]=4)=[CH:7][CH:8]=3)[N:44]2[C:43]2[CH:42]=[CH:41][C:40]([C:36]([CH3:39])([CH3:37])[CH3:38])=[CH:46][CH:45]=2)=[CH:57][CH:56]=1)[C:48]1[CH:53]=[CH:52][CH:51]=[CH:50][CH:49]=1 |f:1.2.3,4.5|. Procedure details: To a solution of (1R,1′R)-1,1′-((4R,5R)-2,2-dimethyl-1,3-dioxolane-4,5-diyl)diethane-1,2-diol (200 mg, 0.90 mmol) in methanol (6 ml) and dichloromethane (3 ml) was added iodobenzene diacetate (696 mg, 2.16 mmol) and the solution was stirred at room temperature for 5 h. Solution was concentrated and to the residue was added 0.1 M H2SO4 (4 ml) and stirring was continued at room temperature for 18 h. The pH was adjusted to ˜6 with solid NaHCO3, and 4-tert-butylaniline (287 μl, 1.80 mmol) was added ... Reactants: crude product, BrC1=CC=C(C=C1)CCN(CC)CC ([2-(4-Bromo-phenyl)-ethyl]-diethylamine), B1(OC(C(O1)(C)C)(C)C)B2OC(C(O2)(C)C)(C)C (diboron pinacol ester), C(C)(=O)[O-].[K+] (potassium acetate), BrC=1NC=2C=CC=C3C2C1CCNC3=O (2-Bromo-3,4,5,6-tetrahydro-azepino[5,4,3-cd]indol-6-one), C([O-])([O-])=O.[Na+].[Na+] (sodium carbonate), aqueous solution. Reagents/catalysts: C1=CC=C(C=C1)P([C-]2C=CC=C2)C3=CC=CC=C3.C1=CC=C(C=C1)P([C-]2C=CC=C2)C3=CC=CC=C3.Cl[Pd]Cl.[Fe+2] (1,1′-bis(diphenylphosphino)ferrocenedichloropalladium), C1=CC=C(C=C1)P([C-]2C=CC=C2)C3=CC=CC=C3.C1=CC=C(C=C1)P([C-]2C=CC=C2)C3=CC=CC=C3.Cl[Pd]Cl.[Fe+2] (1,1′-bis(diphenylphosphino)ferrocenedichloropalladium). The solvent is O (water), CO.C(Cl)(Cl)Cl (MeOH CHCl3). Reaction conditions: temperature 80 celsius, time 2 hour. Yields the product C(C)N(CCC1=CC=C(C=C1)C=1NC=2C=CC=C3C2C1CCNC3=O)CC (2-[4-(2-diethylamino-ethyl)-phenyl]-3,4,5,6-tetrahydro-azepino[5,4,3-cd]indol-6-one). Reaction SMILES: Br[C:2]1[CH:7]=[CH:6][C:5]([CH2:8][CH2:9][N:10]([CH2:13][CH3:14])[CH2:11][CH3:12])=[CH:4][CH:3]=1.B1(B2OC(C)(C)C(C)(C)O2)OC(C)(C)C(C)(C)O1.C([O-])(=O)C.[K+].Br[C:39]1[NH:40][C:41]2[CH:42]=[CH:43][CH:44]=[C:45]3[C:51](=[O:52])[NH:50][CH2:49][CH2:48][C:47]=1[C:46]=23.C(=O)([O-])[O-].[Na+].[Na+]>C1C=CC(P(C2C=CC=CC=2)[C-]2C=CC=C2)=CC=1.C1C=CC(P(C2C=CC=CC=2)[C-]2C=CC=C2)=CC=1.Cl[Pd]Cl.[Fe+2].CO.C(Cl)(Cl)Cl.O>[CH2:11]([N:10]([CH2:13][CH3:14])[CH2:9][CH2:8][C:5]1[CH:6]=[CH:7][C:2]([C:39]2[NH:40][C:41]3[CH:42]=[CH:43][CH:44]=[C:45]4[C:51](=[O:52])[NH:50][CH2:49][CH2:48][C:47]=2[C:46]=34)=[CH:3][CH:4]=1)[CH3:12] |f:2.3,5.6.7,8.9.10.11,12.13|. Reported procedure: (As described in Tet. Lett. 1997 p. 3841) [2-(4-Bromo-phenyl)-ethyl]-diethylamine (256 mg, 1.00 mmol), diboron pinacol ester (279 mg, 1.10 mmol), 1,1′-bis(diphenylphosphino)ferrocenedichloropalladium (24 mg, 0.03 mmol), and potassium acetate (294 mg, 3.00 mmol) were combined in a schlenk tube. The vessel was evacuated then refilled with argon thrice. Degassed DMF (6 mL) was added and the mixture stirred at 80° C. under an argon atmosphere for 2 h. 2-Bromo-3,4,5,6-tetrahydro-azepino[5,4,3-cd]indo...